Task: describe an organic reaction: reactants, conditions, products, and yield. Dataset: the Open Reaction Database (ORD), a public repository of structured organic reaction records Reactants: CCc1cc(N)c(OC)cc1N1CCC(N2CCN(S(C)(=O)=O)CC2)CC1, COc1ccc(-c2nc3ccccn3c2-c2ccnc(Cl)n2)cc1C(=O)Nc1c(F)cccc1F, Cl, OC(F)(F)CF. The product is CCc1cc(Nc2nccc(-c3c(-c4ccc(OC)c(C(=O)Nc5c(F)cccc5F)c4)nc4ccccn34)n2)c(OC)cc1N1CCC(N2CCN(S(C)(=O)=O)CC2)CC1. RXN SMILES: [CH2:36]([CH3:37])[c:38]1[c:39]([N:47]2[CH2:48][CH2:49][CH:50]([N:53]3[CH2:54][CH2:55][N:56]([S:59](=[O:60])(=[O:61])[CH3:62])[CH2:57][CH2:58]3)[CH2:51][CH2:52]2)[cH:40][c:41]([O:45][CH3:46])[c:42]([NH2:43])[cH:44]1.[Cl:1][c:2]1[n:3][cH:4][cH:5][c:6](-[c:8]2[c:9](-[c:17]3[cH:18][cH:19][c:20]([O:34][CH3:35])[c:21]([C:22](=[O:23])[NH:24][c:25]4[c:26]([F:32])[cH:27][cH:28][cH:29][c:30]4[F:31])[cH:33]3)[n:10][c:11]3[n:12]2[cH:13][cH:14][cH:15][cH:16]3)[n:7]1.[ClH:63].[F:64][CH2:65][C:66]([F:67])([F:68])[OH:69]>>[c:2]1([NH:43][c:42]2[c:41]([O:45][CH3:46])[cH:40][c:39]([N:47]3[CH2:48][CH2:49][CH:50]([N:53]4[CH2:54][CH2:55][N:56]([S:59](=[O:60])(=[O:61])[CH3:62])[CH2:57][CH2:58]4)[CH2:51][CH2:52]3)[c:38]([CH2:36][CH3:37])[cH:44]2)[n:3][cH:4][cH:5][c:6](-[c:8]2[c:9](-[c:17]3[cH:18][cH:19][c:20]([O:34][CH3:35])[c:21]([C:22](=[O:23])[NH:24][c:25]4[c:26]([F:32])[cH:27][cH:28][cH:29][c:30]4[F:31])[cH:33]3)[n:10][c:11]3[n:12]2[cH:13][cH:14][cH:15][cH:16]3)[n:7]1. Starting materials: C(C)(=O)O[C@H](C)C1=NC=CC(=N1)N1CCN(CC1)C1=NC2=CC=CC=C2N=C1 ((R)-1-[4-(4-quinoxalin-2-yl-piperazin-1-yl)-pyrimidin-2-yl]-ethyl acetate), O.[OH-].[Li+] (lithium hydroxide hydrate). The yield is 90.0%. As a reaction SMILES: C([O:4][C@@H:5]([C:7]1[N:12]=[C:11]([N:13]2[CH2:18][CH2:17][N:16]([C:19]3[CH:28]=[N:27][C:26]4[C:21](=[CH:22][CH:23]=[CH:24][CH:25]=4)[N:20]=3)[CH2:15][CH2:14]2)[CH:10]=[CH:9][N:8]=1)[CH3:6])(=O)C.O.[OH-].[Li+]>O1CCCC1.O.CO>[N:20]1[C:21]2[C:26](=[CH:25][CH:24]=[CH:23][CH:22]=2)[N:27]=[CH:28][C:19]=1[N:16]1[CH2:15][CH2:14][N:13]([C:11]2[CH:10]=[CH:9][N:8]=[C:7]([C@H:5]([OH:4])[CH3:6])[N:12]=2)[CH2:18][CH2:17]1 |f:1.2.3,4.5.6|. Yields the product N1=C(C=NC2=CC=CC=C12)N1CCN(CC1)C1=NC(=NC=C1)[C@@H](C)O ((R)-1-[4-(4-Quinoxalin-2-yl-piperazin-1-yl)-pyrimidin-2-yl]-ethanol). Procedure details: To a solution of (R)-1-[4-(4-quinoxalin-2-yl-piperazin-1-yl)-pyrimidin-2-yl]-ethyl acetate (prepared according to the method of Example 1, Step A, 14.1 g, 37.2 mmol) in a 3:1:1 mixture of tetrahydrofuran/water/methanol (375 mL) was added lithium hydroxide hydrate (4.7 g, 112 mmol). This mixture was stirred at room temperature for 1 h 45 min, concentrated, and extracted with chloroform (6×). The combined organic extracts were dried over sodium sulfate, filtered, evaporated, and purified by flash ... Conditions: time 45 minute. Run in O1CCCC1.O.CO (tetrahydrofuran water methanol). Procedure details: To a mixture of 34.6 g. (0.25 moles) of diethyl phosphite, 50 ml. of water and 50 ml. of ethanol 60.4 g (0.25 moles) of hexadecyl amine and 70 ml. of ethanol are added. The reaction mixture is refluxed for 4 hours, whereupon the solvent is distilled off in vacuo. 85.2 g. of hexadecyl-ammoniumethyl phosphonate are obtained. Yield: 97.0%. Melting point: 50° to 52° C. The solvent is C(C)O (ethanol), C(C)O (ethanol). Isolated yield 97.0%. RXN SMILES: [P:1]([O-:8])([O:5]CC)[O:2]CC.O.[CH2:10]([NH2:26])[CH2:11][CH2:12][CH2:13][CH2:14][CH2:15][CH2:16][CH2:17][CH2:18][CH2:19][CH2:20][CH2:21][CH2:22][CH2:23][CH2:24][CH3:25]>C(O)C>[CH2:10]([P:1](=[O:2])([O-:5])[O-:8])[CH3:11].[CH2:10]([NH3+:26])[CH2:11][CH2:12][CH2:13][CH2:14][CH2:15][CH2:16][CH2:17][CH2:18][CH2:19][CH2:20][CH2:21][CH2:22][CH2:23][CH2:24][CH3:25].[CH2:10]([NH3+:26])[CH2:11][CH2:12][CH2:13][CH2:14][CH2:15][CH2:16][CH2:17][CH2:18][CH2:19][CH2:20][CH2:21][CH2:22][CH2:23][CH2:24][CH3:25] |f:4.5.6|. Product: C(C)P([O-])([O-])=O.C(CCCCCCCCCCCCCCC)[NH3+].C(CCCCCCCCCCCCCCC)[NH3+] (hexadecyl-ammoniumethyl phosphonate). The reactants are P(OCC)(OCC)[O-] (diethyl phosphite), O (water), C(CCCCCCCCCCCCCCC)N (hexadecyl amine). Reactants: CN1CCC(Oc2cccc(N)n2)CC1, O=C(Cl)c1ccc(F)cc1F. Yields the product CN1CCC(Oc2cccc(NC(=O)c3ccc(F)cc3F)n2)CC1, Cl. Reaction SMILES: [CH3:1][N:2]1[CH2:3][CH2:4][CH:5]([O:8][c:9]2[cH:10][cH:11][cH:12][c:13]([NH2:15])[n:14]2)[CH2:6][CH2:7]1.[F:16][c:17]1[c:18]([C:19](=[O:20])[Cl:21])[cH:22][cH:23][c:24]([F:26])[cH:25]1>>[CH3:1][N:2]1[CH2:3][CH2:4][CH:5]([O:8][c:9]2[cH:10][cH:11][cH:12][c:13]([NH:15][C:19]([c:18]3[c:17]([F:16])[cH:25][c:24]([F:26])[cH:23][cH:22]3)=[O:20])[n:14]2)[CH2:6][CH2:7]1.[ClH:21]. The reactants are CN(CCN(C(C)=O)C1=CC=NC=C1)C (N-(2-dimethylaminoethyl)-N-(4-pyridyl)acetamide), CN(CCN(C(C)=O)C1=NC=C(C=C1)Cl)C (N-(2-dimethylaminoethyl)-N-(5-chloro-2-pyridyl)acetamide). The product is CN(CCNC1=CC=NC=C1)C (4-(2-Dimethylaminoethylamino)pyridine). RXN SMILES: [CH3:1][N:2]([CH3:15])[CH2:3][CH2:4][N:5]([C:9]1[CH:14]=[CH:13][N:12]=[CH:11][CH:10]=1)C(=O)C.CN(C)CCN(C1C=CC(Cl)=CN=1)C(=O)C>>[CH3:1][N:2]([CH3:15])[CH2:3][CH2:4][NH:5][C:9]1[CH:14]=[CH:13][N:12]=[CH:11][CH:10]=1. Reported procedure: The title compound is prepared by following the procedure of Example 15, Part B, except substituting N-(2-dimethylaminoethyl)-N-(4-pyridyl)acetamide from Part A above for N-(2-dimethylaminoethyl)-N-(5-chloro-2-pyridyl)acetamide. The product has b.p. 120°-128°/0.7 mm. Reactants: OCC(=O)C1=CC=CC=C1 (2-hydroxyacetophenone), resin, C[O-].[Na+] (NaOMe), CO (MeOH), C1OC=2C=C(C=O)C=CC2O1 (3,4-Methylenedioxybenzaldehyde). The solvent is C(OC)(OC)OC (trimethyl orthoformate). Run at time 0.5 hour. Yields the product OC1=C(C=CC=C1)C(C=CC1=CC2=C(C=C1)OCO2)=O (1-(2-hydroxyphenyl)-3-(3,4-methylenedioxyphenyl)-2-propen-1-one). Reaction SMILES: O[CH2:2][C:3]([C:5]1[CH:10]=[CH:9][CH:8]=[CH:7][CH:6]=1)=[O:4].[CH2:11]1[O:21][C:20]2[CH:19]=[CH:18][C:15]([CH:16]=O)=[CH:14][C:13]=2[O:12]1.C[O-:23].[Na+].CO>C(OC)(OC)OC>[OH:23][C:10]1[CH:9]=[CH:8][CH:7]=[CH:6][C:5]=1[C:3](=[O:4])[CH:2]=[CH:16][C:15]1[CH:18]=[CH:19][C:20]2[O:21][CH2:11][O:12][C:13]=2[CH:14]=1 |f:2.3|. Reported procedure: A mixture of 2-hydroxyacetophenone on Wang resin (2.0 g, 1.76 mmol) was swelled in trimethyl orthoformate (20 mL) for 10 min. 3,4-Methylenedioxybenzaldehyde (6.0 mmol) was added and 25% NaOMe in MeOH (0.86 g, 4.0 mmol) was added to the mixture dropwise over 30 min. The mixture was then stirred for an additional 0.5 h. The resin was filtered and washed with alternating MeOH and CH2Cl2 (×5) and dried under high vacuum overnight to give 2.23 g of 1-(2-hydroxyphenyl)-3-(3,4-methylenedioxyphenyl)-2-p...